This data is from the Open Reaction Database (ORD), a public repository of structured organic reaction records. The task is: describe an organic reaction: reactants, conditions, products, and yield Reactants: COC(C(=CC1=NC2=CC(=C(C=C2C=C1CP(=O)(OCC)OCC)OC)OC)NC(=O)OCC1=CC=CC=C1)=O (α-(benzyloxycarbonylamino)-3-(diethylphosphonomethyl)-6,7-dimethoxy-2-quinolineacrylic acid methyl ester). Reagents/catalysts: [Pd] (palladium on charcoal). Solvent: CO (MeOH). The product is COC(C(CC1=NC2=CC(=C(C=C2C=C1CP(=O)(OCC)OCC)OC)OC)N)=O (α-amino-3-(diethylphosphonomethyl)-6,7-dimethoxy-2-quinolinepropanoic acid methyl ester). The yield is 81.7%. RXN SMILES: [CH3:1][O:2][C:3](=[O:40])[C:4]([NH:29]C(OCC1C=CC=CC=1)=O)=[CH:5][C:6]1[C:15]([CH2:16][P:17]([O:22][CH2:23][CH3:24])([O:19][CH2:20][CH3:21])=[O:18])=[CH:14][C:13]2[C:8](=[CH:9][C:10]([O:27][CH3:28])=[C:11]([O:25][CH3:26])[CH:12]=2)[N:7]=1>[Pd].CO>[CH3:1][O:2][C:3](=[O:40])[CH:4]([NH2:29])[CH2:5][C:6]1[C:15]([CH2:16][P:17]([O:19][CH2:20][CH3:21])([O:22][CH2:23][CH3:24])=[O:18])=[CH:14][C:13]2[C:8](=[CH:9][C:10]([O:27][CH3:28])=[C:11]([O:25][CH3:26])[CH:12]=2)[N:7]=1. Procedure: A mixture of α-(benzyloxycarbonylamino)-3-(diethylphosphonomethyl)-6,7-dimethoxy-2-quinolineacrylic acid methyl ester (0.14 g, 0.25 mmol) and a catalytic amount of palladium on charcoal (10%) in MeOH (10 ml) was hydrogenated at 4 bar for 20 h. Filtration and chromatographic purification gave 0.09 g α-amino-3-(diethylphosphonomethyl)-6,7-dimethoxy-2-quinolinepropanoic acid methyl ester. The reactants are NCCCNC1=NC=CC=C1 (2-(3-aminopropylamino)pyridine), C(CC)I (n-Propyl iodide), O (water), [H-].[Na+] (Sodium hydride). The solvent is CS(=O)C (DMSO), CS(=O)C (DMSO), CS(=O)C (DMSO). Run at temperature 22.5 celsius, time 8 hour. Yields the product NCCCN(CCC)C1=NC=CC=C1 (2-[N-(3-aminopropyl)-N-propylamino]pyridine). Isolated yield 40.5%. As a reaction SMILES: [H-].[Na+].[NH2:3][CH2:4][CH2:5][CH2:6][NH:7][C:8]1[CH:13]=[CH:12][CH:11]=[CH:10][N:9]=1.[CH2:14](I)[CH2:15][CH3:16].O>CS(C)=O>[NH2:3][CH2:4][CH2:5][CH2:6][N:7]([C:8]1[CH:13]=[CH:12][CH:11]=[CH:10][N:9]=1)[CH2:14][CH2:15][CH3:16] |f:0.1|. Reported procedure: Sodium hydride (1.14 g) was dissolved in DMSO (20 ml) at 70°-75° C. The solution was cooled and 2-(3-aminopropylamino)pyridine (6.57 g) in DMSO (20 ml) added at room temperature. n-Propyl iodide (8.13 g) in DMSO (10 ml) was added dropwise maintaining the temperature at 20-25° C. After standing overnight, water (250 ml) was added and the mixture extracted with ether. The ether extracts were washed with 2N hydrochloric acid and the aqueous layers basified to pH 10.5. After extracting with ether an... Starting materials: ( s ), C(C1=CC=CC=C1)C1=NC(=CC(=N1)O)O (2-benzylpyrimidine-4,6-diol), ( s ), ( t ), Cl.C(C)SC(C(=N)N)SCC (2,2-bis(ethylthio)acetamidine hydrochloride), C(CC(=O)OCC)(=O)OCC (diethyl malonate), ( m ). The product is C(C)SC(C1=NC(=CC(=N1)O)O)SCC (2-(Bis(ethylthio)methyl)pyrimidine-4,6-diol). As a reaction SMILES: C(C1N=[C:12]([OH:14])[CH:11]=[C:10]([OH:15])N=1)C1C=CC=CC=1.Cl.[CH2:17]([S:19][CH:20]([S:24][CH2:25][CH3:26])[C:21]([NH2:23])=[NH:22])[CH3:18].C(OCC)(=O)CC(OCC)=O>>[CH2:17]([S:19][CH:20]([S:24][CH2:25][CH3:26])[C:21]1[N:23]=[C:12]([OH:14])[CH:11]=[C:10]([OH:15])[N:22]=1)[CH3:18] |f:1.2|. Procedure details: Prepared in a manner similar to 2-benzylpyrimidine-4,6-diol using 2,2-bis(ethylthio)acetamidine hydrochloride 4 and diethyl malonate as the starting materials to yield a dark yellow waxy solid. MS: (ESI, Neg) m/z 245.3 (M−1). H1 NMR: 11.7 ppm (d) 2H. 5.2 ppm (s) 0.69H. 4.8 ppm (s) 1H. 2.65 ppm (m) 4H. 1.17 ppm (t) 6H. Subsequent sulfanyl oxidation can be used to generate various Y moieties, C(O), etc., as described above. Reactants: Cl.Cl.ClC1=C(C=C(C=C1)N1C[C@@H](NCC1)C)OC ((S)-1-(4-Chloro-3-methoxyphenyl)-3-methylpiperazine dihydrochloride), N1C(=NC=C1)C1=NN(C2=NC=CC=C21)CC(=O)O ([3-(1H-imidazol-2-yl)pyrazolo[3,4-b]pyridin-1-yl]acetic acid). Yields the product ClC1=C(C=C(C=C1)N1C[C@@H](N(CC1)C(CN1N=C(C=2C1=NC=CC2)C=2NC=CN2)=O)C)OC (1-[(S)-4-(4-chloro-3-methoxyphenyl)-2-methylpiperazin-1-yl]-2-[3-(1H-imidazol-2-yl)-pyrazolo[3,4-b]pyridin-1-yl]ethanone). RXN SMILES: Cl.Cl.[Cl:3][C:4]1[CH:9]=[CH:8][C:7]([N:10]2[CH2:15][CH2:14][NH:13][C@@H:12]([CH3:16])[CH2:11]2)=[CH:6][C:5]=1[O:17][CH3:18].[NH:19]1[CH:23]=[CH:22][N:21]=[C:20]1[C:24]1[C:32]2[C:27](=[N:28][CH:29]=[CH:30][CH:31]=2)[N:26]([CH2:33][C:34](O)=[O:35])[N:25]=1>>[Cl:3][C:4]1[CH:9]=[CH:8][C:7]([N:10]2[CH2:15][CH2:14][N:13]([C:34](=[O:35])[CH2:33][N:26]3[C:27]4=[N:28][CH:29]=[CH:30][CH:31]=[C:32]4[C:24]([C:20]4[NH:19][CH:23]=[CH:22][N:21]=4)=[N:25]3)[C@@H:12]([CH3:16])[CH2:11]2)=[CH:6][C:5]=1[O:17][CH3:18] |f:0.1.2|. Procedure details: The title compound was prepared following Protocol A. (S)-1-(4-Chloro-3-methoxyphenyl)-3-methylpiperazine dihydrochloride and [3-(1H-imidazol-2-yl)pyrazolo[3,4-b]pyridin-1-yl]acetic acid were used as the coupling components. The crude product was purified by silica gel chromatography (1% to 8% MeOH in CH2Cl2) to provide 1-[(S)-4-(4-chloro-3-methoxyphenyl)-2-methylpiperazin-1-yl]-2-[3-(1H-imidazol-2-yl)-pyrazolo[3,4-b]pyridin-1-yl]ethanone as a tan solid: 1H NMR (CDCl3, 400 MHz) δ 8.79 (dd, 0.6H)... The reactants are C1CCC2=NCCCN2CC1, O=C(Nc1cccc2cnccc12)C(Cl)(Cl)Cl, NCc1ccc(Cl)cc1. The product is O=C(NCc1ccc(Cl)cc1)Nc1cccc2cnccc12. Reaction SMILES: [CH2:27]1[CH2:28][CH2:29][C:30]2=[N:35][CH2:34][CH2:33][CH2:32][N:31]2[CH2:36][CH2:37]1.[Cl:10][C:11]([C:12](=[O:13])[NH:14][c:15]1[c:16]2[cH:17][cH:18][n:19][cH:20][c:21]2[cH:22][cH:23][cH:24]1)([Cl:25])[Cl:26].[Cl:1][c:2]1[cH:3][cH:4][c:5]([CH2:6][NH2:7])[cH:8][cH:9]1>>[Cl:1][c:2]1[cH:3][cH:4][c:5]([CH2:6][NH:7][C:12](=[O:13])[NH:14][c:15]2[c:16]3[cH:17][cH:18][n:19][cH:20][c:21]3[cH:22][cH:23][cH:24]2)[cH:8][cH:9]1. The reactants are OCCc1ccc(C2(O)CCN(Cc3ccccc3)CC2)cc1, Cc1ccc(S(=O)(=O)O)cc1. Product: OCCc1ccc(C2=CCN(Cc3ccccc3)CC2)cc1. Reaction SMILES: [CH2:1]([c:2]1[cH:3][cH:4][cH:5][cH:6][cH:7]1)[N:8]1[CH2:9][CH2:10][C:11]([OH:14])([c:15]2[cH:16][cH:17][c:18]([CH2:21][CH2:22][OH:23])[cH:19][cH:20]2)[CH2:12][CH2:13]1.[c:24]1([CH3:25])[cH:26][cH:27][c:28]([S:29]([OH:30])(=[O:31])=[O:32])[cH:33][cH:34]1>>[CH2:1]([c:2]1[cH:3][cH:4][cH:5][cH:6][cH:7]1)[N:8]1[CH2:9][CH:10]=[C:11]([c:15]2[cH:16][cH:17][c:18]([CH2:21][CH2:22][OH:23])[cH:19][cH:20]2)[CH2:12][CH2:13]1. Reactants: C([O-])([O-])=O.[K+].[K+] (Potassium carbonate), CO (methanol), FC(C(=O)O)(F)F.C(C)S(=O)(=O)C1=CC=C(OC2=CC3=C(NC(=N3)C3=NC=CC=C3)C=C2CNC(\C=C/C(=O)O)=O)C=C1 ((2Z)-4-[({5-[4-(ethylsulfonyl)phenoxy]-2-(2-pyridinyl)-1H-benzimidazol-6-yl}methyl)amino]-4-oxo-2-butenoic acid (trifluoroacetate)). Solvent: C(Cl)(Cl)Cl (chloroform), [Cl-].[NH4+] (ammonium chloride). Reaction conditions: time 30 minute. Product: C(C)S(=O)(=O)C1=CC=C(OC2=CC3=C(NC(=N3)C3=NC=CC=C3)C=C2CCO)C=C1 (2-[5-[4-(ethylsulfonyl)phenoxy]-2-(2-pyridinyl)-1H-benzimidazol-6-yl]ethanol). Reaction SMILES: [C:1](=[O:4])([O-])[O-].[K+].[K+].CO.FC(F)(F)C(O)=O.[CH2:16]([S:18]([C:21]1[CH:51]=[CH:50][C:24]([O:25][C:26]2[C:40]([CH2:41]NC(=O)/C=C\C(O)=O)=[CH:39][C:29]3[NH:30][C:31]([C:33]4[CH:38]=[CH:37][CH:36]=[CH:35][N:34]=4)=[N:32][C:28]=3[CH:27]=2)=[CH:23][CH:22]=1)(=[O:20])=[O:19])[CH3:17]>C(Cl)(Cl)Cl.[Cl-].[NH4+]>[CH2:16]([S:18]([C:21]1[CH:51]=[CH:50][C:24]([O:25][C:26]2[C:40]([CH2:41][CH2:1][OH:4])=[CH:39][C:29]3[NH:30][C:31]([C:33]4[CH:38]=[CH:37][CH:36]=[CH:35][N:34]=4)=[N:32][C:28]=3[CH:27]=2)=[CH:23][CH:22]=1)(=[O:19])=[O:20])[CH3:17] |f:0.1.2,4.5,7.8|. Procedure: 9.0 mg of the obtained alcohol compound was dissolved in 1 ml of trifluoroacetic acid, and stirred at room temperature for 1.5 hours. The solvent was evaporated away, and the residue was diluted with chloroform and neutralized with aqueous saturated sodium hydrogencarbonate solution. This was extracted with chloroform, and the organic layer was washed with saturated saline water. After dried, the solvent was evaporated away under reduced pressure, to obtain 9.0 mg of a trifluoroacetate. Potassiu... Starting materials: CCOC(C)=O, [Na+], [OH-], O, O=S(=O)(O)O, CC(=O)C(C#N)c1ccc2c(c1)Cc1cccnc1O2, N#CCc1ccc2c(c1)Cc1cccnc1O2. The product is CC(=O)Cc1ccc2c(c1)Cc1cccnc1O2. As a reaction SMILES: [CH3:46][CH2:47][O:48][C:49](=[O:50])[CH3:51].[Na+:44].[OH-:43].[OH2:45].[S:38](=[O:39])(=[O:40])([OH:41])[OH:42].[n:1]1[c:2]2[c:3]([cH:4][cH:5][cH:6]1)[CH2:7][c:8]1[c:9]([cH:11][cH:12][c:13]([CH:15]([C:16](=[O:17])[CH3:18])[C:19]#[N:20])[cH:14]1)[O:10]2.[n:21]1[cH:22][cH:23][cH:24][c:25]2[c:37]1[O:36][c:35]1[c:27]([cH:28][c:29]([CH2:30][C:31]#[N:32])[cH:33][cH:34]1)[CH2:26]2>>[n:1]1[c:2]2[c:3]([cH:4][cH:5][cH:6]1)[CH2:7][c:8]1[c:9]([cH:11][cH:12][c:13]([CH2:15][C:16](=[O:17])[CH3:18])[cH:14]1)[O:10]2.